Task: describe an organic reaction: reactants, conditions, products, and yield. Dataset: the Open Reaction Database (ORD), a public repository of structured organic reaction records Reactants: FC=1C=C2C(=NC1C#N)C=CN2 (6-fluoro-1H-pyrrolo[3,2-b]pyridine-5-carbonitrile), [H-].[Na+] (NaH), C[Si](C)(C)CCOCCl (SEM-Cl). Solvent: C1CCOC1 (THF). Reaction conditions: time 30 minute. Yields the product FC=1C=C2C(=NC1C#N)C=CN2COCC[Si](C)(C)C (6-fluoro-1-((2-(trimethylsilyl)-ethoxy)methyl)-1H-pyrrolo[3,2-b]pyridine-5-carbonitrile). Isolated yield 79.9%. Reaction SMILES: [F:1][C:2]1[CH:3]=[C:4]2[NH:12][CH:11]=[CH:10][C:5]2=[N:6][C:7]=1[C:8]#[N:9].[H-].[Na+].[CH3:15][Si:16]([CH2:19][CH2:20][O:21][CH2:22]Cl)([CH3:18])[CH3:17]>C1COCC1>[F:1][C:2]1[CH:3]=[C:4]2[N:12]([CH2:22][O:21][CH2:20][CH2:19][Si:16]([CH3:18])([CH3:17])[CH3:15])[CH:11]=[CH:10][C:5]2=[N:6][C:7]=1[C:8]#[N:9] |f:1.2|. Reported procedure: To a solution of 6-fluoro-1H-pyrrolo[3,2-b]pyridine-5-carbonitrile (758 mg, 4.71 mmol) in THF (20 mL) was added NaH (60% in mineral oil, 452 mg, 9.42 mmol). After stirring for 30 min, SEM-Cl (1527 mg, 9.42 mmol) was added, followed by stirring at RT for 16 h. The reaction mixture was quenched by adding sat'd aq.NH4Cl and extracted with EtOAc (100 mL×2). The combined extracts were dried (MgSO4), filtered, and concentrated under reduced pressure. The residue was purified by SiO2 chromatography elu... The reactants are O=C([O-])[O-], ClCCl, [K+], [K+], O, O=S(Cl)Cl, OC1(c2cnccn2)CN2CCC1C2. The product is ClC1(c2cnccn2)CN2CCC1C2. RXN SMILES: [C:20](=[O:21])([O-:22])[O-:23].[Cl:26][CH2:27][Cl:28].[K+:24].[K+:25].[OH2:19].[S:1]([Cl:2])([Cl:3])=[O:4].[n:5]1[c:6]([C:11]2([OH:18])[CH2:12][N:13]3[CH2:14][CH2:15][CH:16]2[CH2:17]3)[cH:7][n:8][cH:9][cH:10]1>>[Cl:3][C:11]1([c:6]2[n:5][cH:10][cH:9][n:8][cH:7]2)[CH2:12][N:13]2[CH2:14][CH2:15][CH:16]1[CH2:17]2.